This data is from the Open Reaction Database (ORD), a public repository of structured organic reaction records. The task is: describe an organic reaction: reactants, conditions, products, and yield Reactants: O=[N+]([O-])c1ccc(Cl)cc1CBr, O=C([O-])[O-], CCOC(=O)c1cc(C)c[nH]1, [Cs+], [Cs+], CN(C)C=O. Product: CCOC(=O)c1cc(C)cn1Cc1cc(Cl)ccc1[N+](=O)[O-]. As a reaction SMILES: [Br:18][CH2:19][c:20]1[c:21]([N+:27](=[O:28])[O-:29])[cH:22][cH:23][c:24]([Cl:26])[cH:25]1.[C:1](=[O:2])([O-:3])[O-:4].[CH3:7][c:8]1[cH:9][c:10]([C:13](=[O:14])[O:15][CH2:16][CH3:17])[nH:11][cH:12]1.[Cs+:5].[Cs+:6].[O:30]=[CH:31][N:32]([CH3:33])[CH3:34]>>[CH3:7][c:8]1[cH:9][c:10]([C:13](=[O:14])[O:15][CH2:16][CH3:17])[n:11]([CH2:19][c:20]2[c:21]([N+:27](=[O:28])[O-:29])[cH:22][cH:23][c:24]([Cl:26])[cH:25]2)[cH:12]1. Run in C1(=CC=CC=C1)C (toluene). Procedure details: Following the procedure described in S. Danishefsky and R. K. Singh, J. American Chemical Society, 97:3239-3241(1975), a mixture of 0.5 g of 4-benzylpiperidine, 10 mL of toluene, and 0.5 g, of 6,6-dimethyl-5,7-dioxaspiro[2.5]octane 4,8-dione was stirred for 20 h, cooled, and, the white solid product collected by filtration and dried under vacuum. The yield of 5-[2-(4-benzyl-piperidin-1-yl)-ethyl]-2,2-dimethyl-[1,3]dioxane-4,6-dione was 0.94 g. The product is C(C1=CC=CC=C1)C1CCN(CC1)CCC1C(OC(OC1=O)(C)C)=O (5-[2-(4-Benzyl-piperidin-1-yl)ethyl]-2,2-dimethyl-[1,3]dioxane-4,6-dione). Reactants: C(C1=CC=CC=C1)C1CCNCC1 (4-benzylpiperidine), CC1(OC(C2(CC2)C(O1)=O)=O)C (6,6-dimethyl-5,7-dioxaspiro[2.5]octane 4,8-dione). Reaction SMILES: [CH2:1]([CH:8]1[CH2:13][CH2:12][NH:11][CH2:10][CH2:9]1)[C:2]1[CH:7]=[CH:6][CH:5]=[CH:4][CH:3]=1.[CH3:14][C:15]1([CH3:25])[O:22][C:21](=[O:23])[C:18]2([CH2:20][CH2:19]2)[C:17](=[O:24])[O:16]1>C1(C)C=CC=CC=1>[CH2:1]([CH:8]1[CH2:13][CH2:12][N:11]([CH2:20][CH2:19][CH:18]2[C:17](=[O:24])[O:16][C:15]([CH3:25])([CH3:14])[O:22][C:21]2=[O:23])[CH2:10][CH2:9]1)[C:2]1[CH:7]=[CH:6][CH:5]=[CH:4][CH:3]=1. Reactants: [OH-].[Na+] (NaOH), COC1=C(C(=C(C=C1)C(C)N1CCNCC1)C)C (1-[1-(4-Methoxy-2,3-dimethyl-phenyl)-ethyl]-piperazine), FC(C1=CC=C(C(=O)Cl)C=C1)(F)F (4-trifluoromethyl benzoyl chloride). Solvent: C1(=CC=CC=C1)C (toluene). Conditions: time 30 minute. The product is FC(C1=CC=C(C=C1)C(=O)N1CCN(CC1)C(C)C1=C(C(=C(C=C1)OC)C)C)(F)F ((4-Trifluoromethyl-phenyl)-{4-[1-(4-Methoxy2,3-Dimethyl-phenyl)-ethyl]-piperazin-1-yl}-methanone). As a reaction SMILES: [CH3:1][O:2][C:3]1[CH:8]=[CH:7][C:6]([CH:9]([N:11]2[CH2:16][CH2:15][NH:14][CH2:13][CH2:12]2)[CH3:10])=[C:5]([CH3:17])[C:4]=1[CH3:18].[OH-].[Na+].[F:21][C:22]([F:33])([F:32])[C:23]1[CH:31]=[CH:30][C:26]([C:27](Cl)=[O:28])=[CH:25][CH:24]=1>C1(C)C=CC=CC=1>[F:21][C:22]([F:32])([F:33])[C:23]1[CH:24]=[CH:25][C:26]([C:27]([N:14]2[CH2:13][CH2:12][N:11]([CH:9]([C:6]3[CH:7]=[CH:8][C:3]([O:2][CH3:1])=[C:4]([CH3:18])[C:5]=3[CH3:17])[CH3:10])[CH2:16][CH2:15]2)=[O:28])=[CH:30][CH:31]=1 |f:1.2|. Procedure: 1-[1-(4-Methoxy-2,3-dimethyl-phenyl)-ethyl]-piperazine (0.02 g, 0.081 mmole) was dissolved in anhydrous toluene and 1N NaOH (1:1) at room temperature. The 4-trifluoromethyl benzoyl chloride (0.013 ml, 0.081 mmole) was added into the reaction mixture. The reaction mixture was stirred at room temperature for 30 minutes. The mixture was washed with 1N NaOH, extracted with EtOAC. The combined organic layers were dried over MgSO4. After removal organic solvent, the residue was purified by SCX column ... Reactants: CC(=O)n1nc(OC2OC(COC(=O)C(C)(C)C)C(OC(=O)C(C)(C)C)C(OC(=O)C(C)(C)C)C2OC(=O)C(C)(C)C)c(Cc2ccccc2)c1C, O=C([O-])O, CO, [K+]. Product: Cc1[nH]nc(OC2OC(COC(=O)C(C)(C)C)C(OC(=O)C(C)(C)C)C(OC(=O)C(C)(C)C)C2OC(=O)C(C)(C)C)c1Cc1ccccc1. As a reaction SMILES: [C:1](=[O:2])([CH3:3])[n:4]1[n:5][c:6]([O:17][CH:18]2[CH:19]([O:20][C:21]([C:22]([CH3:23])([CH3:24])[CH3:25])=[O:26])[CH:27]([O:28][C:29]([C:30]([CH3:31])([CH3:32])[CH3:33])=[O:34])[CH:35]([O:36][C:37]([C:38]([CH3:39])([CH3:40])[CH3:41])=[O:42])[CH:43]([CH2:45][O:46][C:47]([C:48]([CH3:49])([CH3:50])[CH3:51])=[O:52])[O:44]2)[c:7]([CH2:10][c:11]2[cH:12][cH:13][cH:14][cH:15][cH:16]2)[c:8]1[CH3:9].[C:53](=[O:54])([OH:55])[O-:56].[CH3:58][OH:59].[K+:57]>>[nH:4]1[n:5][c:6]([O:17][CH:18]2[CH:19]([O:20][C:21]([C:22]([CH3:23])([CH3:24])[CH3:25])=[O:26])[CH:27]([O:28][C:29]([C:30]([CH3:31])([CH3:32])[CH3:33])=[O:34])[CH:35]([O:36][C:37]([C:38]([CH3:39])([CH3:40])[CH3:41])=[O:42])[CH:43]([CH2:45][O:46][C:47]([C:48]([CH3:49])([CH3:50])[CH3:51])=[O:52])[O:44]2)[c:7]([CH2:10][c:11]2[cH:12][cH:13][cH:14][cH:15][cH:16]2)[c:8]1[CH3:9].